This data is from the Open Reaction Database (ORD), a public repository of structured organic reaction records. The task is: describe an organic reaction: reactants, conditions, products, and yield Starting materials: [OH-].[Li+] (lithium hydroxide), COC(/C(=C/C=1SC=CN1)/NC(C1=C(C=C(C=C1)C(=O)NCC1=CC(=CC=C1)O)Br)=O)=O ((Z)-2-[[2-bromo-4-[[(3-hydroxybenzyl)amino]carbonyl]benzoyl]amino]-3-(thiazol-2-yl)propenoic acid methyl ester), O1CCCC1.CO (tetrahydrofuran methanol). Reaction conditions: time 16 hour. Yields the product CC=1SC(=C(N1)C)C=CC(=O)O (3-(2,4-dimethylthiazol-5-yl)propenoic acid). As a reaction SMILES: [OH-:1].[Li+].COC(=O)/C(/NC(=O)C1C=CC(C(NCC2C=CC=C(O)C=2)=O)=CC=1Br)=[CH:7]/[C:8]1[S:9][CH:10]=[CH:11][N:12]=1.[O:35]1[CH2:39][CH2:38][CH2:37][CH2:36]1.CO>>[CH3:7][C:8]1[S:9][C:36]([CH:37]=[CH:38][C:39]([OH:35])=[O:1])=[C:11]([CH3:10])[N:12]=1 |f:0.1,3.4|. Reported procedure: A solution of 1N lithium hydroxide (0.3 mL, 0.3 mmol) is added to a solution of (Z)-2-[[2-bromo-4-[[(3-hydroxybenzyl)amino]carbonyl]benzoyl]amino]-3-(thiazol-2-yl)propenoic acid methyl ester (Example 332; 55.6 mg, 0.1 mmol) in tetrahydrofuran/methanol (2:1; 1 mL). After the solution is allowed to stir at room temperature for 16 h, the volatiles are evaporated in vacuo and the residue is purified by reverse phase HPLC (increasing percentages of acetonitrile in water containing 0.1% trifluoroaceti... Reactants: CC(C)(C)NS(=O)(=O)c1ccc(-c2cccc(-c3nc(-c4ccc(C(F)(F)F)nc4)cc(C(F)F)n3)c2)s1, ClCCl, O=C(O)C(F)(F)F. Product: NS(=O)(=O)c1ccc(-c2cccc(-c3nc(-c4ccc(C(F)(F)F)nc4)cc(C(F)F)n3)c2)s1. RXN SMILES: [C:1]([CH3:2])([CH3:3])([CH3:4])[NH:5][S:6](=[O:7])(=[O:8])[c:9]1[s:10][c:11](-[c:14]2[cH:15][c:16](-[c:20]3[n:21][c:22](-[c:29]4[cH:30][n:31][c:32]([C:35]([F:36])([F:37])[F:38])[cH:33][cH:34]4)[cH:23][c:24]([CH:26]([F:27])[F:28])[n:25]3)[cH:17][cH:18][cH:19]2)[cH:12][cH:13]1.[Cl:46][CH2:47][Cl:48].[F:39][C:40]([F:41])([F:42])[C:43]([OH:44])=[O:45]>>[NH2:5][S:6](=[O:7])(=[O:8])[c:9]1[s:10][c:11](-[c:14]2[cH:15][c:16](-[c:20]3[n:21][c:22](-[c:29]4[cH:30][n:31][c:32]([C:35]([F:36])([F:37])[F:38])[cH:33][cH:34]4)[cH:23][c:24]([CH:26]([F:27])[F:28])[n:25]3)[cH:17][cH:18][cH:19]2)[cH:12][cH:13]1. Starting materials: resultant mixture, [OH-].[Na+] (sodium hydroxide), O (water), C(C1=CC=CC=C1)(=O)OCC(COC1OCCCC1)C (1-Benzoyloxy-2-methyl-3-tetrahydropyranyloxypropane). Solvent: CO (methanol). Yields the product CC(CO)COC1OCCCC1 (2-methyl-3-tetrahydropyranyloxy-1-propanol). Yield: 88.4%. As a reaction SMILES: C([O:9][CH2:10][CH:11]([CH3:20])[CH2:12][O:13][CH:14]1[CH2:19][CH2:18][CH2:17][CH2:16][O:15]1)(=O)C1C=CC=CC=1.[OH-].[Na+].O>CO>[CH3:20][CH:11]([CH2:12][O:13][CH:14]1[CH2:19][CH2:18][CH2:17][CH2:16][O:15]1)[CH2:10][OH:9] |f:1.2|. Procedure details: 1-Benzoyloxy-2-methyl-3-tetrahydropyranyloxypropane (460 mg; 1.65 mmol) was dissolved in methanol (10 ml), and 1M sodium hydroxide solution (3 ml) and water (10 ml) were added thereto, and the resultant mixture was stirred at room temperature for 5 hours. The reaction mixture was extracted with ethyl acetate. The extracts were washed with water and dried over anhydrous magnesium sulfte. The solvent was removed by distillation, and the residue was purified by silica gel column chromatography usin...